The task is: describe an organic reaction: reactants, conditions, products, and yield. This data is from the Open Reaction Database (ORD), a public repository of structured organic reaction records. Starting materials: ClC1=CC(=CC=C1)C(=O)OO (3-Chloroperbenzoic acid), S(=O)([O-])[O-].[Na+].[Na+] (sodium sulphite), CC=1N=C(OC1)SC (4-Methyl-2-methylthiooxazole), C([O-])([O-])=O.[Na+].[Na+] (sodium carbonate). Solvent: C(Cl)(Cl)Cl (chloroform), C(Cl)(Cl)Cl (chloroform). Product: CC=1N=C(OC1)S(=O)C (4-Methyl-2-methylsulphinyloxazole). Yield: 95.1%. RXN SMILES: [CH3:1][C:2]1[N:3]=[C:4]([S:7][CH3:8])[O:5][CH:6]=1.C(=O)([O-])[O-:10].[Na+].[Na+].ClC1C=CC=C(C(OO)=O)C=1.S([O-])([O-])=O.[Na+].[Na+]>C(Cl)(Cl)Cl>[CH3:1][C:2]1[N:3]=[C:4]([S:7]([CH3:8])=[O:10])[O:5][CH:6]=1 |f:1.2.3,5.6.7|. Reported procedure: 4-Methyl-2-methylthiooxazole (6.06 g, 0.047 m) in dry chloroform (50 ml) was cooled to 0° C. with vigorous stirring and anhydrous sodium carbonate (6.06 g, 0.057 m) added. 96% 3-Chloroperbenzoic acid (8.90 g, 0.0495 m) in dry chloroform (100 ml) was then added dropwise over 45 minutes and the mixture stirred for a further 45 minutes at 0° C. Solid sodium sulphite (2.0 g) was added and the mixture allowed to warm to room temperature. The mixture was then filtered, the filtrate evaporated and the ... Starting materials: C(C)[Li] (ethyl lithium), BrCC(CC(C#N)(C)C)(C)C (5-bromo-2,2,4,4-tetramethyl-pentane nitrile). The solvent is CCOCC (ether), CCOCC (ether). Reaction conditions: time 30 minute. The product is CC1(C(=NCC(C1)(C)C)CC)C (3,3,5,5 tetramethyl-2-ethyl-3,4,5,6-tetrahydropyridine). Yield: 40.0%. RXN SMILES: [CH2:1]([Li])[CH3:2].Br[CH2:5][C:6]([CH3:14])([CH3:13])[CH2:7][C:8]([CH3:12])([CH3:11])[C:9]#[N:10]>CCOCC>[CH3:5][C:6]1([CH3:14])[CH2:7][C:8]([CH3:12])([CH3:11])[CH2:9][N:10]=[C:13]1[CH2:1][CH3:2]. Procedure: 0.1 mol of ethyl lithium dissolved in 200 ml of anhydrous ether is added drop by drop in an inert atmosphere to 22 g of 5-bromo-2,2,4,4-tetramethyl-pentane nitrile in 60 ml of anhydrous ether. This reaction medium is maintained between 0° and 5° C. during the addition and then for an additional 30 minutes and then is kept at room temperature for 4 hours. After hydrolysis, the aqueous phase is extracted with ether. The 3,3,5,5 tetramethyl-2-ethyl-3,4,5,6-tetrahydropyridine is then isolated by dis...